The task is: describe an organic reaction: reactants, conditions, products, and yield. This data is from the Open Reaction Database (ORD), a public repository of structured organic reaction records. Reactants: Krytox, C=CCCCC (1-hexene), [SiH](CC)(CC)CC (Et3SiH). The reagents and catalysts are N1=C(C=CC=C1)C1=NC=CC=C1C1=NC=CC=C1.C[Si](C)(C)C[Fe]C[Si](C)(C)C (bis[(trimethylsilyl)methyl]iron(II) terpyridine). The solvent is C1(=CC=CC=C1)C (toluene). Reaction conditions: time 4 hour. Yields the product [Si](CC)(CC)(CC)C=CCCCC ((CH3CH2)3Si—CH═CH—(CH2)3—CH3), (CH3CH2)2(H)Si—(CH2)5—CH3. The yield is 5.0%. RXN SMILES: [CH2:1]=[CH:2][CH2:3][CH2:4][CH2:5][CH3:6].[SiH:7]([CH2:12][CH3:13])([CH2:10][CH3:11])[CH2:8][CH3:9]>N1C=CC=CC=1C1C(C2C=CC=CN=2)=CC=CN=1.C[Si](C[Fe]C[Si](C)(C)C)(C)C.C1(C)C=CC=CC=1>[Si:7]([CH:1]=[CH:2][CH2:3][CH2:4][CH2:5][CH3:6])([CH2:12][CH3:13])([CH2:10][CH3:11])[CH2:8][CH3:9] |f:2.3|. Procedure: A stock solution containing 5 mg of bis[(trimethylsilyl)methyl]iron(II) terpyridine and 0.60 g of toluene was charged into a scintillation vial in a nitrogen filled drybox. The toluene was removed in vacuo followed by addition of 0.114 g (1.4 mmol) of 1-hexene. To the same vial, 0.105 g (0.90 mmol) of Et3SiH was added. The vial was sealed with a small amount Krytox grease and electrical tape, removed from the drybox and placed in a 95° C. oil bath. The concentration of the iron complex was less ... Reactants: C(C)(C)(C)OC(COC1=CC(=CC=C1)[C@@H](CN1CCCC1)N(C)C(CC1=COC2=C1C=CC=C2)=O)=O ((S)-(3-{1-[(Benzofuran-3-yl-acetyl)-methyl-amino]-2-pyrrolidin-1-yl-ethyl}-phenoxy)-acetic acid tert-butyl ester), Cl (HCl). The solvent is ClCCl (dichloromethane). Reaction conditions: time 24 hour. The product is O1C=C(C2=C1C=CC=C2)CC(=O)N([C@H](CN2CCCC2)C=2C=C(OCC(=O)O)C=CC2)C ((S)-(3-{1-[(Benzofuran-3-yl-acetyl)-methyl-amino]-2-pyrrolidin-1-yl-ethyl}-phenoxy)-acetic acid). Reaction SMILES: C([O:5][C:6](=[O:36])[CH2:7][O:8][C:9]1[CH:14]=[CH:13][CH:12]=[C:11]([C@H:15]([N:22]([C:24](=[O:35])[CH2:25][C:26]2[C:30]3[CH:31]=[CH:32][CH:33]=[CH:34][C:29]=3[O:28][CH:27]=2)[CH3:23])[CH2:16][N:17]2[CH2:21][CH2:20][CH2:19][CH2:18]2)[CH:10]=1)(C)(C)C.Cl>ClCCl>[O:28]1[C:29]2[CH:34]=[CH:33][CH:32]=[CH:31][C:30]=2[C:26]([CH2:25][C:24]([N:22]([CH3:23])[C@@H:15]([C:11]2[CH:10]=[C:9]([CH:14]=[CH:13][CH:12]=2)[O:8][CH2:7][C:6]([OH:36])=[O:5])[CH2:16][N:17]2[CH2:21][CH2:20][CH2:19][CH2:18]2)=[O:35])=[CH:27]1. Procedure: To a solution of Example 18 (1.272 g, 2.58 mmol) in dichloromethane (10 mL) was added HCl (2.5 mL of 4 M solution in dioxan). After stirring for 24 hours, all volatiles were removed in vacuo and the resulting solid washed with acetonitrile. After removing the solvent, the resulting solid was dried to give a beige solid, 0.50 g.